Dataset: the Open Reaction Database (ORD), a public repository of structured organic reaction records. Task: describe an organic reaction: reactants, conditions, products, and yield Conditions: time 8 hour. The solvent is C(Cl)Cl (methylene chloride). Yields the product OC=1C=C(/C=C/C2=NC=3N(C(N(C(C3N2C)=O)CCC)=O)CCC)C=CC1O ((E)-8-(3,4-Dihydroxystyryl)-7-methyl-1,3-dipropylxanthine). As a reaction SMILES: C[O:2][C:3]1[CH:4]=[C:5]([CH:26]=[CH:27][C:28]=1[O:29]C)/[CH:6]=[CH:7]/[C:8]1[N:16]([CH3:17])[C:15]2[C:14](=[O:18])[N:13]([CH2:19][CH2:20][CH3:21])[C:12](=[O:22])[N:11]([CH2:23][CH2:24][CH3:25])[C:10]=2[N:9]=1.B(Br)(Br)Br.CO>C(Cl)Cl>[OH:2][C:3]1[CH:4]=[C:5]([CH:26]=[CH:27][C:28]=1[OH:29])/[CH:6]=[CH:7]/[C:8]1[N:16]([CH3:17])[C:15]2[C:14](=[O:18])[N:13]([CH2:19][CH2:20][CH3:21])[C:12](=[O:22])[N:11]([CH2:23][CH2:24][CH3:25])[C:10]=2[N:9]=1. Procedure: Compound 1 (770 mg, 1.87 mmol) obtained in Reference Example 1 was dissolved in 15 ml of methylene chloride. To the solution was added 5.6 ml (5.6 mmol) of boron tribromide (1.0M methylene chloride solution) under ice cooling in argon atmosphere, and the mixture was stirred overnight at room temperature. Methanol was added thereto and the mixture was separated with chloroform-an aqueous solution of sodium bicarbonate. The organic layer was washed with a saturated aqueous solution of sodium chlor... The reactants are COC=1C=C(/C=C/C2=NC=3N(C(N(C(C3N2C)=O)CCC)=O)CCC)C=CC1OC ((E)-8-(3,4-Dimethoxystyryl)-7-methyl-1,3-dipropylxanthine), B(Br)(Br)Br (boron tribromide), CO (Methanol). Isolated yield 76.5%. Starting materials: CN(C)CC1=CC=C(O1)CSCCC1N(OC(=N1)C(Cl)(Cl)Cl)N (3-[2-[(5-Dimethylaminomethyl-2-furanyl)methylthio]-ethyl]-amino-5-trichloromethyl-1,2,4-oxadiazole), CN (methylamine). Run in C(C)O (ethanol). Run at temperature 50 celsius. Yields the product CN(C)CC1=CC=C(O1)CSCCC1N(OC(=N1)NC)N (3-[2-[(5-Dimethylaminomethyl-2-furanyl)methylthio]ethyl]-amino-5-methylamino-1,2,4-oxadiazole). As a reaction SMILES: [CH3:1][N:2]([CH2:4][C:5]1[O:9][C:8]([CH2:10][S:11][CH2:12][CH2:13][CH:14]2[N:18]=[C:17](C(Cl)(Cl)Cl)[O:16][N:15]2[NH2:23])=[CH:7][CH:6]=1)[CH3:3].[CH3:24][NH2:25]>C(O)C>[CH3:1][N:2]([CH2:4][C:5]1[O:9][C:8]([CH2:10][S:11][CH2:12][CH2:13][CH:14]2[N:18]=[C:17]([NH:25][CH3:24])[O:16][N:15]2[NH2:23])=[CH:7][CH:6]=1)[CH3:3]. Reported procedure: The oxadiazole from Example 16 (3 g, 7.5 mmol) is dissolved in 25 ml of ethanol saturated with methylamine and the solution heated in a sealed tube at 50° C. for 16 hours. The mixture is concentrated to provide 3-[2-[(5-Dimethylaminomethyl-2-furanyl)methylthio]ethyl]-amino-5-methylamino-1,2,4-oxadiazole as an oil. The reactants are [Br-], C=C(Br)CC(C(=O)OCC)C1CCN(C(=O)OCc2ccccc2)CC1, [Mg+]C1CC1, Cl. Yields the product C=C(CC(C(=O)OCC)C1CCN(C(=O)OCc2ccccc2)CC1)C1CC1. As a reaction SMILES: [Br-:27].[Br:1][C:2]([CH2:3][CH:4]([C:5](=[O:6])[O:7][CH2:8][CH3:9])[CH:10]1[CH2:11][CH2:12][N:13]([C:16](=[O:17])[O:18][CH2:19][c:20]2[cH:21][cH:22][cH:23][cH:24][cH:25]2)[CH2:14][CH2:15]1)=[CH2:26].[CH:28]1([Mg+:31])[CH2:29][CH2:30]1.[ClH:32]>>[C:2]([CH2:3][CH:4]([C:5](=[O:6])[O:7][CH2:8][CH3:9])[CH:10]1[CH2:11][CH2:12][N:13]([C:16](=[O:17])[O:18][CH2:19][c:20]2[cH:21][cH:22][cH:23][cH:24][cH:25]2)[CH2:14][CH2:15]1)(=[CH2:26])[CH:28]1[CH2:29][CH2:30]1. Reactants: CC#N, COC(=O)c1ccc(-c2nc(-c3ccccn3)n(C)c2I)cc1, [Li+], [OH-], O. Yields the product Cn1c(-c2ccccn2)nc(-c2ccc(C(=O)O)cc2)c1I. Reaction SMILES: [CH3:26][C:27]#[N:28].[I:1][c:2]1[c:3](-[c:14]2[cH:15][cH:16][c:17]([C:18](=[O:19])[O:20][CH3:21])[cH:22][cH:23]2)[n:4][c:5](-[c:8]2[n:9][cH:10][cH:11][cH:12][cH:13]2)[n:6]1[CH3:7].[Li+:24].[OH-:25].[OH2:29]>>[I:1][c:2]1[c:3](-[c:14]2[cH:15][cH:16][c:17]([C:18](=[O:19])[OH:20])[cH:22][cH:23]2)[n:4][c:5](-[c:8]2[n:9][cH:10][cH:11][cH:12][cH:13]2)[n:6]1[CH3:7]. Starting materials: Cl.NC(C(=O)O)C=1N=C(OC1C)C (2-amino-2-(2,5-dimethyloxazol-4-yl)acetic acid hydrochloride), Cl (HCl), aqueous solution, CO (MeOH). The product is Cl.NC(C(=O)OC)C=1N=C(OC1C)C (methyl 2-amino-2-(2,5-dimethyloxazol-4-yl)acetate hydrochloride). The yield is 84.0%. As a reaction SMILES: [ClH:1].[NH2:2][CH:3]([C:7]1[N:8]=[C:9]([CH3:13])[O:10][C:11]=1[CH3:12])[C:4]([OH:6])=[O:5].Cl.[CH3:15]O>>[ClH:1].[NH2:2][CH:3]([C:7]1[N:8]=[C:9]([CH3:13])[O:10][C:11]=1[CH3:12])[C:4]([O:6][CH3:15])=[O:5] |f:0.1,4.5|. Procedure details: Prepared using General Procedure 22: To a stirred solution of 2-amino-2-(2,5-dimethyloxazol-4-yl)acetic acid hydrochloride (150 mg, 0.726 mmol) in MeOH (5 mL) was added HCl (1.2 mL of a 37% aqueous solution, 14.5 mmol) and the mixture heated under reflux for 4 h. The mixture was allowed to cool and solvents evaporated. The residue was treated with MeOH (12 mL) and filtered. The filtrate was evaporated to afford 135 mg (84%) of methyl 2-amino-2-(2,5-dimethyloxazol-4-yl)acetate hydrochloride INT-4... Starting materials: O=C([O-])O, CCN=C=NCCCN(C)C, c1ccc(C(c2ccccc2)N2CCNCC2)cc1, COC(=O)c1cc(Cl)ccc1NC(=O)CCCC(=O)O, Cl, [Na+], On1nnc2ccccc21. The product is COC(=O)c1cc(Cl)ccc1NC(=O)CCCC(=O)N1CCN(C(c2ccccc2)c2ccccc2)CC1. RXN SMILES: [C:62](=[O:63])([O-:64])[OH:65].[CH2:41]([N:42]=[C:43]=[N:44][CH2:45][CH2:46][CH2:47][N:48]([CH3:49])[CH3:50])[CH3:51].[CH:21]([c:22]1[cH:23][cH:24][cH:25][cH:26][cH:27]1)([c:28]1[cH:29][cH:30][cH:31][cH:32][cH:33]1)[N:34]1[CH2:35][CH2:36][NH:37][CH2:38][CH2:39]1.[Cl:1][c:2]1[cH:3][c:4]([C:17](=[O:18])[O:19][CH3:20])[c:5]([NH:8][C:9]([CH2:10][CH2:11][CH2:12][C:13](=[O:14])[OH:15])=[O:16])[cH:6][cH:7]1.[ClH:40].[Na+:66].[OH:52][n:53]1[c:54]2[cH:55][cH:56][cH:57][cH:58][c:59]2[n:60][n:61]1>>[Cl:1][c:2]1[cH:3][c:4]([C:17](=[O:18])[O:19][CH3:20])[c:5]([NH:8][C:9]([CH2:10][CH2:11][CH2:12][C:13](=[O:15])[N:37]2[CH2:36][CH2:35][N:34]([CH:21]([c:22]3[cH:23][cH:24][cH:25][cH:26][cH:27]3)[c:28]3[cH:29][cH:30][cH:31][cH:32][cH:33]3)[CH2:39][CH2:38]2)=[O:16])[cH:6][cH:7]1. Reactants: OCCCCCCCCCCCCCC(=O)OCC=C(CCCC(CCCC(CCCC(C)C)C)C)C (3,7,11,15-tetramethyl-2-hexadecenyl 14-hydroxytetradecanoate), CC(=CCO)CCCC(CCCC(CCCC(C)C)C)C (3,7,11,15-tetramethyl-2-hexadecenol), CC(=CCO)CCCC(CCCC(CCCC(C)C)C)C (3,7,11,15-tetramethyl-2-hexadecenol), [O-2].[Mg+2] (magnesium oxide). The product is C1CCCCCCC(=O)OCCCCCC1 (cyclotetradecanolide). Isolated yield 89.0%. RXN SMILES: OCCCCCCCCCCCCC[C:15]([O:17][CH2:18][CH:19]=[C:20](C)[CH2:21][CH2:22][CH2:23][CH:24](C)[CH2:25][CH2:26][CH2:27][CH:28](C)[CH2:29][CH2:30]CC(C)C)=[O:16].CC(CCCC(C)CCCC(C)CCCC(C)C)=CCO.[O-2].[Mg+2]>>[CH2:24]1[CH2:23][CH2:22][CH2:21][CH2:20][CH2:19][CH2:18][O:17][C:15](=[O:16])[CH2:30][CH2:29][CH2:28][CH2:27][CH2:26][CH2:25]1 |f:2.3|. Procedure: A 31.4 g (60.0 mmol) portion of 3,7,11,15-tetramethyl-2-hexadecenyl 14-hydroxytetradecanoate, 5.9 g (20 mmol) of 3,7,11,15-tetramethyl-2-hexadecenol and 0.5 g of magnesium oxide were put into the same apparatus of Inventive Example 1 and the reaction was carried out under conditions of 190 to 220° C. and 1.3 kPa to 130 Pa to obtain 33.5 g of a colorless and transparent distillate 6.5 hours thereafter. This distillate contained 12.1 g of cyclotetradecanolide (yield 89%) and 18.9 g of 3,7,11,15-te...